From a dataset of the Open Reaction Database (ORD), a public repository of structured organic reaction records. describe an organic reaction: reactants, conditions, products, and yield Yields the product OCCC(C(C)C)NC(=O)C1=NC=C(C(=C1)OCC1CC1)Cl (5-Chloro-4-cyclopropylmethoxy-pyridine-2-carboxylic acid [1-(2-hydroxy-ethyl)-2-methyl-propyl]-amide). Procedure details: The title compound was synthesized in analogy to Example 12d, using 5-chloro-4-cyclopropylmethoxy-pyridine-2-carboxylic acid and 3-amino-4-methyl-1-pentanol (CAN 26734-09-8) as starting materials and isolated (21 mg, 64%) as colorless oil; LC-MS (UV peak area, m/z) 100%, 327.1473 (MH+). RXN SMILES: [Cl:1][C:2]1[C:3]([O:11][CH2:12][CH:13]2[CH2:15][CH2:14]2)=[CH:4][C:5]([C:8]([OH:10])=O)=[N:6][CH:7]=1.[NH2:16][CH:17]([CH:21]([CH3:23])[CH3:22])[CH2:18][CH2:19][OH:20]>>[OH:20][CH2:19][CH2:18][CH:17]([NH:16][C:8]([C:5]1[CH:4]=[C:3]([O:11][CH2:12][CH:13]2[CH2:15][CH2:14]2)[C:2]([Cl:1])=[CH:7][N:6]=1)=[O:10])[CH:21]([CH3:23])[CH3:22]. Reactants: ClC=1C(=CC(=NC1)C(=O)O)OCC1CC1 (5-chloro-4-cyclopropylmethoxy-pyridine-2-carboxylic acid), NC(CCO)C(C)C (3-amino-4-methyl-1-pentanol). Reactants: CCCC(=O)CC(=O)OCCC#N, C1CCNCC1, CC(=O)O, CC(C)O, O=Cc1ccc([N+](=O)[O-])cc1. Yields the product CCCC(=O)C(=Cc1ccc([N+](=O)[O-])cc1)C(=O)OCCC#N. As a reaction SMILES: [C:12]([CH2:13][CH2:14][CH3:15])(=[O:16])[CH2:17][C:18](=[O:19])[O:20][CH2:21][CH2:22][C:23]#[N:24].[CH2:25]1[CH2:26][CH2:27][NH:28][CH2:29][CH2:30]1.[CH3:31][C:32](=[O:33])[OH:34].[CH3:35][CH:36]([OH:37])[CH3:38].[N+:1](=[O:2])([O-:3])[c:4]1[cH:5][cH:6][c:7]([CH:8]=[O:9])[cH:10][cH:11]1>>[N+:1](=[O:2])([O-:3])[c:4]1[cH:5][cH:6][c:7]([CH:8]=[C:17]([C:12]([CH2:13][CH2:14][CH3:15])=[O:16])[C:18](=[O:19])[O:20][CH2:21][CH2:22][C:23]#[N:24])[cH:10][cH:11]1. Reactants: C(F)(F)(F)C(=O)O (CF3CO2H), C(C)[SiH](CC)CC (triethylsilane), CC1=C(C=CC=C1C)NC([C@H]1N(CCC1)C[C@H](CSC(C1=CC=CC=C1)(C1=CC=CC=C1)C1=CC=CC=C1)NC(=O)OC(C)(C)C)=O (N-[2(R)-t-butoxycarbonylamino-3-triphenylmethylmercapto-propyl]-L-proline-2,3-dimethylphenyl amide). Run in C(Cl)Cl (CH2Cl2). Conditions: time 2 hour. Product: CC1=C(C=CC=C1C)NC([C@H]1N(CCC1)C[C@H](CS)N)=O (N-[2(R)-Amino-3-mercaptopropyl]-L-proline-2,3-dimethylphenylamide). RXN SMILES: [CH3:1][C:2]1[C:7]([CH3:8])=[CH:6][CH:5]=[CH:4][C:3]=1[NH:9][C:10](=[O:47])[C@@H:11]1[CH2:15][CH2:14][CH2:13][N:12]1[CH2:16][C@@H:17]([NH:39]C(OC(C)(C)C)=O)[CH2:18][S:19]C(C1C=CC=CC=1)(C1C=CC=CC=1)C1C=CC=CC=1.C(C(O)=O)(F)(F)F.C([SiH](CC)CC)C>C(Cl)Cl>[CH3:1][C:2]1[C:7]([CH3:8])=[CH:6][CH:5]=[CH:4][C:3]=1[NH:9][C:10](=[O:47])[C@@H:11]1[CH2:15][CH2:14][CH2:13][N:12]1[CH2:16][C@@H:17]([NH2:39])[CH2:18][SH:19]. Reported procedure: N-[2(R)-t-butoxycarbonylamino-3-triphenylmethylmercapto-propyl]-L-proline-2,3-dimethylphenyl amide (0.124 g, 0.19 mmol) was dissolved in CH2Cl2 (3 mL) and CF3CO2H (1 mL) at ambient temperature, treated with triethylsilane (0.121 mL, 0.76 mmol) and stirred for 2 h. Thereaction mixture was concentrated, triturated with 0.1% aq TFA soln, the solid precipitate filtered off, and the filtrate lyophilized to provide the title compound. 1H NMR (CD3OD) δ 7.10 (s, 3H), 3.55-3.68 (m, 1H), 3.32-3.45 (m, 2H)... Solvent: C1CCOC1 (THF), C1CCOC1 (THF), CN(C)C=O (DMF). Starting materials: FC1=C(C=CC(=C1)F)C=1N=C2OC=CN2C1I (6-(2,4-difluorophenyl)-5-iodoimidazo[2,1-b]oxazole), 3, ClC=1N=CC=2N(C1)C(=NN2)C(C)C (6-chloro-3-isopropyl-[1,2,4]triazolo[4,3-a]pyrazine), C(C)(C)[Mg]Cl (i-PrMgCl). As a reaction SMILES: [F:1][C:2]1[CH:7]=[C:6]([F:8])[CH:5]=[CH:4][C:3]=1[C:9]1[N:10]=[C:11]2[N:15]([C:16]=1I)[CH:14]=[CH:13][O:12]2.C([Mg]Cl)(C)C.Cl[C:24]1[N:25]=[CH:26][C:27]2[N:28]([C:30]([CH:33]([CH3:35])[CH3:34])=[N:31][N:32]=2)[CH:29]=1>C1COCC1.CN(C=O)C.[Cl-].[Zn+2].[Cl-].C1C=CC([P]([Pd]([P](C2C=CC=CC=2)(C2C=CC=CC=2)C2C=CC=CC=2)([P](C2C=CC=CC=2)(C2C=CC=CC=2)C2C=CC=CC=2)[P](C2C=CC=CC=2)(C2C=CC=CC=2)C2C=CC=CC=2)(C2C=CC=CC=2)C2C=CC=CC=2)=CC=1>[F:1][C:2]1[CH:7]=[C:6]([F:8])[CH:5]=[CH:4][C:3]=1[C:9]1[N:10]=[C:11]2[N:15]([C:16]=1[C:24]1[N:25]=[CH:26][C:27]3[N:28]([C:30]([CH:33]([CH3:35])[CH3:34])=[N:31][N:32]=3)[CH:29]=1)[CH:14]=[CH:13][O:12]2 |f:5.6.7,^1:52,54,73,92|. Conditions: temperature -35 celsius, time 15 minute. Procedure details: A 25 mL 3 necked round bottom flask with stir bar, nitrogen line, thermometer and septum was charged with 6-(2,4-difluorophenyl)-5-iodoimidazo[2,1-b]oxazole (0.458 g, 1.322 mmol, Preparation #C.1) and THF (6 mL). The solution was cooled to about −35° C. then i-PrMgCl (2.0 M in THF, 0.730 mL, 1.45 mmol) was added dropwise. After about 10 min zinc chloride (0.225 g, 1.653 mmol) in THF (2 mL) was added while maintaining the temperature of the mixture at about −30° C. The suspension was stirred at a... Product: FC1=C(C=CC(=C1)F)C=1N=C2OC=CN2C1C=1N=CC=2N(C1)C(=NN2)C(C)C (6-(2,4-Difluorophenyl)-5-(3-isopropyl-[1,2,4]triazolo[4,3-a]pyrazin-6-yl)imidazo[2,1-b]oxazole). Reagents/catalysts: [Cl-].[Zn+2].[Cl-] (zinc chloride), C=1C=CC(=CC1)[P](C=2C=CC=CC2)(C=3C=CC=CC3)[Pd]([P](C=4C=CC=CC4)(C=5C=CC=CC5)C=6C=CC=CC6)([P](C=7C=CC=CC7)(C=8C=CC=CC8)C=9C=CC=CC9)[P](C=1C=CC=CC1)(C=1C=CC=CC1)C=1C=CC=CC1 (Pd(Ph3P)4). The yield is 1.8%.